From a dataset of the Open Reaction Database (ORD), a public repository of structured organic reaction records. describe an organic reaction: reactants, conditions, products, and yield Starting materials: S1SC(CC1)CCCCNC(=O)N1C(CC2=CC=CC=C12)C(=O)OC (methyl 1-[4-(1,2-dithiolan-3-yl)butylcarbamoyl]indoline-2-carboxylate), [OH-].[Na+] (sodium hydroxide), CO (methanol), aqueous solution. The solvent is O1CCCC1 (tetrahydrofuran). Product: S1SC(CC1)CCCCNC(=O)N1C(CC2=CC=CC=C12)C(=O)O (1-[4-(1,2-Dithiolan-3-yl)butylcarbamoyl]indoline-2-carboxylic acid). Yield: 50.9%. As a reaction SMILES: [S:1]1[CH2:5][CH2:4][CH:3]([CH2:6][CH2:7][CH2:8][CH2:9][NH:10][C:11]([N:13]2[C:21]3[C:16](=[CH:17][CH:18]=[CH:19][CH:20]=3)[CH2:15][CH:14]2[C:22]([O:24]C)=[O:23])=[O:12])[S:2]1.CO.[OH-].[Na+]>O1CCCC1>[S:1]1[CH2:5][CH2:4][CH:3]([CH2:6][CH2:7][CH2:8][CH2:9][NH:10][C:11]([N:13]2[C:21]3[C:16](=[CH:17][CH:18]=[CH:19][CH:20]=3)[CH2:15][CH:14]2[C:22]([OH:24])=[O:23])=[O:12])[S:2]1 |f:2.3|. Procedure: The reaction was carried out as described in Example 48, but using 200 mg of methyl 1-[4-(1,2-dithiolan-3-yl)butylcarbamoyl]indoline-2-carboxylate (prepared as described in Example 93), 4 ml of methanol, 2 ml of tetrahydrofuran and 1.0 ml of a 1N aqueous solution of sodium hydroxide. The solvent was removed from the reaction mixture by evaporation under reduced pressure, and water was added to the residue. The mixture was neutralized by the addition of 2N aqueous hydrochloride acid and extracted...